From a dataset of the Open Reaction Database (ORD), a public repository of structured organic reaction records. describe an organic reaction: reactants, conditions, products, and yield Reactants: C(C)(C)(C)OC(=O)N1N=C(C2=CC(=CC=C12)C1C(=C(NC(=C1C#N)C)C)C#N)NCC (5-(3,5-dicyano-1,4-dihydro-2,6-dimethyl-4-pyridinyl)-3-(ethylamino)-1H-indazole-1-carboxylic acid tert-butyl ester), solution, Cl (HCl). Solvent: O1CCOCC1 (dioxane). The product is Cl.C(C)NC1=NNC2=CC=C(C=C12)C1C(=C(NC(=C1C#N)C)C)C#N (4-[3-(ethylamino)-1H-indazol-5-yl]-1,4-dihydro-2,6-dimethyl-3,5-pyridinedicarbonitrile, hydrochloride salt). Reaction SMILES: C(OC([N:8]1[C:16]2[C:11](=[CH:12][C:13]([CH:17]3[C:22]([C:23]#[N:24])=[C:21]([CH3:25])[NH:20][C:19]([CH3:26])=[C:18]3[C:27]#[N:28])=[CH:14][CH:15]=2)[C:10]([NH:29][CH2:30][CH3:31])=[N:9]1)=O)(C)(C)C.[ClH:32]>O1CCOCC1>[ClH:32].[CH2:30]([NH:29][C:10]1[C:11]2[C:16](=[CH:15][CH:14]=[C:13]([CH:17]3[C:22]([C:23]#[N:24])=[C:21]([CH3:25])[NH:20][C:19]([CH3:26])=[C:18]3[C:27]#[N:28])[CH:12]=2)[NH:8][N:9]=1)[CH3:31] |f:3.4|. Procedure: 8.2 g (19.59 mmol) 5-(3,5-dicyano-1,4-dihydro-2,6-dimethyl-4-pyridinyl)-3-(ethylamino)-1H-indazole-1-carboxylic acid tert-butyl ester, from Synthetic Example 19, was stirred in 147 mL of a 4 M solution of HCl in dioxane, at 55° C. (bath temperature) for 2 hours. On cooling, the volatiles were removed under vacuum to furnish 4-[3-(ethylamino)-1H-indazol-5-yl]-1,4-dihydro-2,6-dimethyl-3,5-pyridinedicarbonitrile, hydrochloride salt (Cpd. No. 161, Table 2). The hydrochloride salt was converted to th... Reactants: ClC1=C(C=CC=C1)C1=CC=C(C=C1)C(C)=O (4'-(2-chlorophenyl)acetophenone), [H][H] (hydrogen), ClC1=CC=C(C=C1)C1=CC=C(C=C1)C(C)=O (4'-(4-chlorophenyl)acetophenone), S(O)(O)(=O)=O (sulfuric acid). Run in C1=CC=CC=C1 (benzene). Reaction conditions: time 7 hour. The product is C(C)C1=CC=C(C=C1)C1=CC=C(C=C1)Cl (1-ethyl-4-(4-chlorophenyl)benzene). RXN SMILES: ClC1C=CC=CC=1C1C=CC(C(=O)C)=CC=1.[Cl:17][C:18]1[CH:23]=[CH:22][C:21]([C:24]2[CH:29]=[CH:28][C:27]([C:30](=O)[CH3:31])=[CH:26][CH:25]=2)=[CH:20][CH:19]=1.S(=O)(=O)(O)O.[H][H]>C1C=CC=CC=1>[CH2:30]([C:27]1[CH:28]=[CH:29][C:24]([C:21]2[CH:22]=[CH:23][C:18]([Cl:17])=[CH:19][CH:20]=2)=[CH:25][CH:26]=1)[CH3:31]. Reported procedure: The procedure of Example 3 was repeated, except that the 4'-(2-chlorophenyl)acetophenone was replaced with an equal amount of 4'-(4-chlorophenyl)acetophenone, the amount of benzene employed was increased to 200 ml., and the amount of sulfuric acid was reduced to 5 drops. After 7 hours, hydrogen pressure had dropped to 35.5 psig. Evaporation of the benzene left a solid which, according to nuclear magnetic resonance analysis, contained only about 67 percent of the desired ethylbenzene. Consequentl... Reactants: E2, FC=1C=C(C=C(C1OC1=CC=C(C=C1)C(F)(F)F)F)CO ((3,5-difluoro-4-(4-(trifluoromethyl)phenoxy)phenyl)methanol), ClC1=NC(N2C(N(CCC2)C)=C1)=O (8-chloro-1-methyl-3,4-dihydro-1H-pyrimido[1,6-a]pyrimidin-6(2H)-one). Yields the product FC=1C=C(COC2=NC(N3C(N(CCC3)C)=C2)=O)C=C(C1OC1=CC=C(C=C1)C(F)(F)F)F (8-((3,5-difluoro-4-(4-(trifluoromethyl)phenoxy)benzyl)oxy)-1-methyl-3,4-dihydro-1H-pyrimido[1,6-a]pyrimidin-6(2H)-one). RXN SMILES: [F:1][C:2]1[CH:3]=[C:4]([CH2:20][OH:21])[CH:5]=[C:6]([F:19])[C:7]=1[O:8][C:9]1[CH:14]=[CH:13][C:12]([C:15]([F:18])([F:17])[F:16])=[CH:11][CH:10]=1.Cl[C:23]1[CH:33]=[C:27]2[N:28]([CH3:32])[CH2:29][CH2:30][CH2:31][N:26]2[C:25](=[O:34])[N:24]=1>>[F:1][C:2]1[CH:3]=[C:4]([CH:5]=[C:6]([F:19])[C:7]=1[O:8][C:9]1[CH:14]=[CH:13][C:12]([C:15]([F:17])([F:18])[F:16])=[CH:11][CH:10]=1)[CH2:20][O:21][C:23]1[CH:33]=[C:27]2[N:28]([CH3:32])[CH2:29][CH2:30][CH2:31][N:26]2[C:25](=[O:34])[N:24]=1. Procedure details: The title compound or its salt was prepared by a procedure similar to that described for E2 starting from (3,5-difluoro-4-(4-(trifluoromethyl)phenoxy)phenyl)methanol and 8-chloro-1-methyl-3,4-dihydro-1H-pyrimido[1,6-a]pyrimidin-6(2H)-one. Reactants: COC(=O)C(O)C1OC(n2cnc3c(N)ncnc32)C(O)C1O, CO, NN, O. The product is NNC(=O)C(O)C1OC(n2cnc3c(N)ncnc32)C(O)C1O. RXN SMILES: [CH3:1][O:2][C:3](=[O:4])[CH:5]([CH:6]1[CH:7]([OH:22])[CH:8]([OH:21])[CH:9]([n:11]2[cH:12][n:13][c:14]3[c:15]([NH2:16])[n:17][cH:18][n:19][c:20]23)[O:10]1)[OH:23].[CH3:27][OH:28].[NH2:25][NH2:26].[OH2:24]>>[O:2]=[C:3]([CH:5]([CH:6]1[CH:7]([OH:22])[CH:8]([OH:21])[CH:9]([n:11]2[cH:12][n:13][c:14]3[c:15]([NH2:16])[n:17][cH:18][n:19][c:20]23)[O:10]1)[OH:23])[NH:25][NH2:26].